This data is from the Open Reaction Database (ORD), a public repository of structured organic reaction records. The task is: describe an organic reaction: reactants, conditions, products, and yield Starting materials: [OH-].[K+] (potassium hydroxide), C(C)OC(=O)C1=C(N=C(S1)COC)C (2-methoxymethyl-4-methylthiazole-5-carboxylic acid ethyl ester). The solvent is C(C)O (ethanol). The product is COCC=1SC(=C(N1)C)C(=O)O (2-methoxymethyl-4-methylthiazole-5-carboxylic acid). As a reaction SMILES: [OH-].[K+].C([O:5][C:6]([C:8]1[S:12][C:11]([CH2:13][O:14][CH3:15])=[N:10][C:9]=1[CH3:16])=[O:7])C>C(O)C>[CH3:15][O:14][CH2:13][C:11]1[S:12][C:8]([C:6]([OH:7])=[O:5])=[C:9]([CH3:16])[N:10]=1 |f:0.1|. Procedure: 6.7 g of 85% potassium hydroxide in 100 ml of ethanol are added at room temperature to 22.1 g of 2-methoxymethyl-4-methylthiazole-5-carboxylic acid ethyl ester and the reaction mixture is then heated under reflux for 18 hours. After cooling, the ethanol is evaporated off and the residue is dissolved in 200 ml of water. After stirring with active carbon, the mixture is filtered over Hyflo and the filtrate is acidified with concentrated hydrochloric acid with vigorous stirring. The resulting yello...